This data is from the Open Reaction Database (ORD), a public repository of structured organic reaction records. The task is: describe an organic reaction: reactants, conditions, products, and yield RXN SMILES: [C:1]([NH:6][CH2:7][C:8]1[CH:13]=[CH:12][C:11](/[N:14]=[N:15]/[C:16]2[CH:25]=[CH:24][C:19]([C:20]([O:22]C)=O)=[CH:18][CH:17]=2)=[CH:10][CH:9]=1)(=[O:5])[CH2:2][CH2:3][CH3:4].[CH2:26]([NH2:29])[CH2:27][NH2:28]>CO.O.C(Cl)(Cl)Cl>[NH2:28][CH2:27][CH2:26][NH:29][C:20](=[O:22])[C:19]1[CH:18]=[CH:17][C:16](/[N:15]=[N:14]/[C:11]2[CH:10]=[CH:9][C:8]([CH2:7][NH:6][C:1](=[O:5])[CH2:2][CH2:3][CH3:4])=[CH:13][CH:12]=2)=[CH:25][CH:24]=1. The reactants are C(CCC)(=O)NCC1=CC=C(C=C1)/N=N/C1=CC=C(C(=O)OC)C=C1 ((E)-Methyl 4-((4-(butyramidomethyl)phenyl)diazenyl)benzoate), C(CN)N (ethylenediamine), C20H25N5O2. Procedure details: The solution of compound 10 (170 mg, 0.5 mmol) and ethylenediamine (601 mg, 10 mmol) in methanol (10 mL), water (5 mL) and chloroform (2.5 mL) was refluxed for 24 h. The solvents were evaporated, the residue dissolved in aqueous potassium hydroxide (15 mL, 1 M), and extracted with methylene chloride (4×15 mL). The combined organic phases were washed with water and brine, dried over magnesium sulfate, and the residue chromatographed on silica gel using chloroform—chloroform:methanol (10%) step-gr... Run in CO (methanol), O (water), C(Cl)(Cl)Cl (chloroform). Product: NCCNC(C1=CC=C(C=C1)\N=N\C1=CC=C(C=C1)CNC(CCC)=O)=O ((E)-N-(2-Aminoethyl)-4-((4-(butyramidomethyl)phenyl)diazenyl)benzamide). The reactants are OB(O)c1ccc(F)cc1 (effective_coupling_partner), COc2nc(OC)nc(Oc1ccc(C=O)cc1)n2 (substrate). The reagents and catalysts are dppf. Reaction conditions: temperature 110 celsius, time 24 hour. The product is O=Cc2ccc(c1ccc(F)cc1)cc2. Starting materials: [Si](C)(C)(C(C)(C)C)O[C@H]1[C@@H](N(C(C12CC2)=O)C2=CC(=C(C#N)C=C2)C(F)(F)F)C (4-[(6S,7R)-7-(tert-butyldimethylsilyloxy)-6-methyl-4-oxo-5-azaspiro[2.4]hept-5-yl]-2-(trifluoromethyl)benzonitrile), CO (methanol), Cl (hydrochloric acid), C(O)([O-])=O.[Na+] (sodium hydrogen carbonate). Solvent: O1CCCC1 (tetrahydrofuran). Reaction conditions: time 2 hour. Product: O[C@H]1[C@@H](N(C(C12CC2)=O)C2=CC(=C(C#N)C=C2)C(F)(F)F)C (4-[(6S,7R)-7-hydroxy-6-methyl-4-oxo-5-azaspiro[2.4]hept-5-yl]-2-(trifluoromethyl)benzonitrile). The yield is 78.0%. Reaction SMILES: [Si]([O:8][C@@H:9]1[C:13]2([CH2:15][CH2:14]2)[C:12](=[O:16])[N:11]([C:17]2[CH:24]=[CH:23][C:20]([C:21]#[N:22])=[C:19]([C:25]([F:28])([F:27])[F:26])[CH:18]=2)[C@H:10]1[CH3:29])(C(C)(C)C)(C)C.CO.Cl.C(=O)([O-])O.[Na+]>O1CCCC1>[OH:8][C@@H:9]1[C:13]2([CH2:15][CH2:14]2)[C:12](=[O:16])[N:11]([C:17]2[CH:24]=[CH:23][C:20]([C:21]#[N:22])=[C:19]([C:25]([F:28])([F:26])[F:27])[CH:18]=2)[C@H:10]1[CH3:29] |f:3.4|. Reported procedure: To a solution of 4-[(6S,7R)-7-(tert-butyldimethylsilyloxy)-6-methyl-4-oxo-5-azaspiro[2.4]hept-5-yl]-2-(trifluoromethyl)benzonitrile (670 mg) in tetrahydrofuran (12 mL)-methanol (6 mL) was added 6 mol/L hydrochloric acid (5 mL), and the mixture was stirred at room temperature for 2 hr. Saturated aqueous sodium hydrogen carbonate was added to the reaction mixture, and the mixture was extracted with ethyl acetate. The extract was dried over anhydrous magnesium sulfate and concentrated under reduced... Starting materials: C(C)N1C(CC(CC1)O)CC (1,2-diethyl-4-piperidinol), FC1=CC=C(C=C1)[N+](=O)[O-] (4-fluoronitrobenzene). Yields the product C(C)N1C(CC(CC1)OC1=CC=C(C=C1)[N+](=O)[O-])CC (1,2-Diethyl-4-(4-nitrophenoxy)piperidine). Reaction SMILES: [CH2:1]([N:3]1[CH2:8][CH2:7][CH:6]([OH:9])[CH2:5][CH:4]1[CH2:10][CH3:11])[CH3:2].F[C:13]1[CH:18]=[CH:17][C:16]([N+:19]([O-:21])=[O:20])=[CH:15][CH:14]=1>>[CH2:1]([N:3]1[CH2:8][CH2:7][CH:6]([O:9][C:13]2[CH:18]=[CH:17][C:16]([N+:19]([O-:21])=[O:20])=[CH:15][CH:14]=2)[CH2:5][CH:4]1[CH2:10][CH3:11])[CH3:2]. Procedure details: In a manner similar to Preparation 2, react 1,2-diethyl-4-piperidinol with 4-fluoronitrobenzene to obtain the title compound.